From a dataset of the Open Reaction Database (ORD), a public repository of structured organic reaction records. describe an organic reaction: reactants, conditions, products, and yield Starting materials: C=C(C)c1cc(-c2ccc(OCCNC(=O)OC(C)(C)C)cc2)n(-c2ccc(OC)cc2)n1, CO, C1CCOC1. Product: COc1ccc(-n2nc(C(C)C)cc2-c2ccc(OCCNC(=O)OC(C)(C)C)cc2)cc1. RXN SMILES: [C:1](=[CH2:2])([CH3:3])[c:4]1[n:5][n:6](-[c:26]2[cH:27][cH:28][c:29]([O:32][CH3:33])[cH:30][cH:31]2)[c:7](-[c:9]2[cH:10][cH:11][c:12]([O:13][CH2:14][CH2:15][NH:16][C:17]([O:18][C:19]([CH3:20])([CH3:21])[CH3:22])=[O:23])[cH:24][cH:25]2)[cH:8]1.[CH3:39][OH:40].[O:34]1[CH2:35][CH2:36][CH2:37][CH2:38]1>>[CH:1]([CH3:2])([CH3:3])[c:4]1[n:5][n:6](-[c:26]2[cH:27][cH:28][c:29]([O:32][CH3:33])[cH:30][cH:31]2)[c:7](-[c:9]2[cH:10][cH:11][c:12]([O:13][CH2:14][CH2:15][NH:16][C:17]([O:18][C:19]([CH3:20])([CH3:21])[CH3:22])=[O:23])[cH:24][cH:25]2)[cH:8]1.